Dataset: the Open Reaction Database (ORD), a public repository of structured organic reaction records. Task: describe an organic reaction: reactants, conditions, products, and yield Reactants: CC(=O)NC(C)(C)c1ccc(C(F)(F)F)nc1, COC(C)(C)C, Cl, [Na+], [OH-], O. The product is CC(C)(N)c1ccc(C(F)(F)F)nc1. As a reaction SMILES: [CH3:1][C:2]([CH3:3])([c:4]1[cH:5][n:6][c:7]([C:10]([F:11])([F:12])[F:13])[cH:8][cH:9]1)[NH:14][C:15](=[O:16])[CH3:17].[CH3:22][O:23][C:24]([CH3:25])([CH3:26])[CH3:27].[ClH:18].[Na+:21].[OH-:20].[OH2:19]>>[CH3:1][C:2]([CH3:3])([c:4]1[cH:5][n:6][c:7]([C:10]([F:11])([F:12])[F:13])[cH:8][cH:9]1)[NH2:14]. Reactants: ClCCC(=O)NC=1C(=NC(=CC1C1=CC(=CC=C1)C#N)C1=CC=CC=C1)C (3-(3-chloropropionylamino)-4-(3-cyanophenyl)-2-methyl-6-phenylpyridine), N1CCOCC1 (morpholine). Solvent: C(Cl)Cl (methylene chloride), O1CCCC1 (tetrahydrofuran). Product: C(#N)C=1C=C(C=CC1)C1=C(C(=NC(=C1)C1=CC=CC=C1)C)NC(CCN1CCOCC1)=O (4-(3-cyanophenyl)-2-methyl-3-(3-morpholinopropionylamino)-6-phenylpyridine). The yield is 88.1%. As a reaction SMILES: Cl[CH2:2][CH2:3][C:4]([NH:6][C:7]1[C:8]([CH3:27])=[N:9][C:10]([C:21]2[CH:26]=[CH:25][CH:24]=[CH:23][CH:22]=2)=[CH:11][C:12]=1[C:13]1[CH:18]=[CH:17][CH:16]=[C:15]([C:19]#[N:20])[CH:14]=1)=[O:5].[NH:28]1[CH2:33][CH2:32][O:31][CH2:30][CH2:29]1>C(Cl)Cl.O1CCCC1>[C:19]([C:15]1[CH:14]=[C:13]([C:12]2[CH:11]=[C:10]([C:21]3[CH:26]=[CH:25][CH:24]=[CH:23][CH:22]=3)[N:9]=[C:8]([CH3:27])[C:7]=2[NH:6][C:4](=[O:5])[CH2:3][CH2:2][N:28]2[CH2:33][CH2:32][O:31][CH2:30][CH2:29]2)[CH:18]=[CH:17][CH:16]=1)#[N:20]. Procedure details: A mixture of 3-(3-chloropropionylamino)-4-(3-cyanophenyl)-2-methyl-6-phenylpyridine (0.45 g) and morpholine (0.23 g) in a mixture of methylene chloride (5 ml) and tetrahydrofuran (10 ml) was refluxed for 8 hours. The mixture was concentrated, diluted with water (20 ml) and chloroform (20 ml). The separated organic layer was washed with water, dried and concentrated in vacuo. The residue was triturated with diethyl ether to give 4-(3-cyanophenyl)-2-methyl-3-(3-morpholinopropionylamino)-6-phenylpy...